Dataset: the Open Reaction Database (ORD), a public repository of structured organic reaction records. Task: describe an organic reaction: reactants, conditions, products, and yield Reactants: C(#N)C1(CCN(CC1)C1=CC=NC=C1)CCOC1=CC=C2CCNCC2=C1 (7-[2-[4-cyano-1-(pyridin-4-yl)piperidin-4-yl]ethoxy]-1,2,3,4-tetrahydroisoquinoline), C(C)(C)N(CC)C(C)C (diisopropylethylamine), Cl.N1(N=CC=C1)C(=N)N (1H-pyrazole-1-carboxamidine hydrochloride). Solvent: CN(C=O)C (dimethylformamide). Run at time 15 hour. The product is Cl.Cl.C(#N)C1(CCN(CC1)C1=CC=NC=C1)CCOC1=CC=C2CCN(CC2=C1)C(=N)N (7-[2-[4-Cyano-1-(pyridin-4-yl)piperidin-4-yl]ethoxy]-1,2,3,4-tetrahydroisoquinoline-2-carboxamidine Dihydrochloride). Isolated yield 72.7%. As a reaction SMILES: [C:1]([C:3]1([CH2:15][CH2:16][O:17][C:18]2[CH:27]=[C:26]3[C:21]([CH2:22][CH2:23][NH:24][CH2:25]3)=[CH:20][CH:19]=2)[CH2:8][CH2:7][N:6]([C:9]2[CH:14]=[CH:13][N:12]=[CH:11][CH:10]=2)[CH2:5][CH2:4]1)#[N:2].C(N(C(C)C)CC)(C)C.[ClH:37].[N:38]1([C:43](N)=[NH:44])C=CC=N1>CN(C)C=O>[ClH:37].[ClH:37].[C:1]([C:3]1([CH2:15][CH2:16][O:17][C:18]2[CH:27]=[C:26]3[C:21]([CH2:22][CH2:23][N:24]([C:43]([NH2:44])=[NH:38])[CH2:25]3)=[CH:20][CH:19]=2)[CH2:4][CH2:5][N:6]([C:9]2[CH:10]=[CH:11][N:12]=[CH:13][CH:14]=2)[CH2:7][CH2:8]1)#[N:2] |f:2.3,5.6.7|. Procedure: To a solution of 7-[2-[4-cyano-1-(pyridin-4-yl)piperidin-4-yl]ethoxy]-1,2,3,4-tetrahydroisoquinoline (70 mg) in dimethylformamide (5 ml)solution were added diisopropylethylamine (0.1 ml) and 1H-pyrazole-1-carboxamidine hydrochloride (85 mg), and the mixture was stirred at room temperature for 15 hours. After completion of the reaction, the solvent was evaporated and the obtained residue was purified by HPLC (0.05% aquesous trifluoroacetic acid:methanol=1:1). The obtained residue was treated with...